This data is from the Open Reaction Database (ORD), a public repository of structured organic reaction records. The task is: describe an organic reaction: reactants, conditions, products, and yield The reactants are C(CCC)N(C1=CC=C(C=C1)N1CCC(CC1)NC[C@@H](C1=CC(=C(C=C1)O)NS(=O)(=O)C)O)C(=O)NCC(=O)OCC (Ethyl {[(butyl-4-{4-[((2R)-2-hydroxy-2-{4-hydroxy-3-[(methylsulfonyl)amino]phenyl}-ethyl)amino]-1-piperidineyl}anilino)carbonyl]amino}acetate), [OH-].[Na+] (NaOH). The product is C(CCC)N(C1=CC=C(C=C1)N1CCC(CC1)NC[C@@H](C1=CC(=C(C=C1)O)NS(=O)(=O)C)O)C(=O)NCC(=O)O ({[(Butyl-4-{4-[((2R)-2-hydroxy-2-{4-hydroxy-3-[(methylsulfonyl)amino]phenyl}ethyl)-amino]-1-piperidineyl}anilino)carbonyl]amino}acetic acid). As a reaction SMILES: [CH2:1]([N:5]([C:34]([NH:36][CH2:37][C:38]([O:40]CC)=[O:39])=[O:35])[C:6]1[CH:11]=[CH:10][C:9]([N:12]2[CH2:17][CH2:16][CH:15]([NH:18][CH2:19][C@H:20]([OH:33])[C:21]3[CH:26]=[CH:25][C:24]([OH:27])=[C:23]([NH:28][S:29]([CH3:32])(=[O:31])=[O:30])[CH:22]=3)[CH2:14][CH2:13]2)=[CH:8][CH:7]=1)[CH2:2][CH2:3][CH3:4].[OH-].[Na+]>>[CH2:1]([N:5]([C:34]([NH:36][CH2:37][C:38]([OH:40])=[O:39])=[O:35])[C:6]1[CH:7]=[CH:8][C:9]([N:12]2[CH2:13][CH2:14][CH:15]([NH:18][CH2:19][C@H:20]([OH:33])[C:21]3[CH:26]=[CH:25][C:24]([OH:27])=[C:23]([NH:28][S:29]([CH3:32])(=[O:31])=[O:30])[CH:22]=3)[CH2:16][CH2:17]2)=[CH:10][CH:11]=1)[CH2:2][CH2:3][CH3:4] |f:1.2|. Procedure: The title compound was prepared from ethyl {[(butyl-4-{4-[((2R)-2-hydroxy-2-{4-hydroxy-3-[(methylsulfonyl)amino]phenyl}ethyl)amino]-1-piperidineyl}anilino)carbonyl]amino}acetate (which was obtained in Example 379) by NaOH hydrolysis as a white solid; 1H NMR (300 MHz, DMSO-d6) δ 0.83 (t, J=7.1 Hz, 3H), 1.15-1.60 (m, 6H), 1.85-2.00 (m, 2H), 2.65-2.95 (m, 5H), 2.92 (s, 3H), 3.42 (d, J=4.0 Hz, 2H), 3.45-3.55 (m, 2H), 3.65-3.80 (m, 2H), 4.65-4.75 (m, 1H), 5.16 (t, J=4.0 Hz, 1H), 6.83 (d, J=8.3 Hz, 1H... Yields the product CCOC(=O)c1cn(-c2nc(N)c(F)cc2F)c2c(F)c(F)c(F)c(N)c2c1=O. RXN SMILES: [CH3:37][C:38](=[O:39])[OH:40].[NH2:1][c:2]1[c:3]([F:36])[cH:4][c:5]([F:35])[c:6](-[n:8]2[cH:9][c:10]([C:30](=[O:31])[O:32][CH2:33][CH3:34])[c:11](=[O:29])[c:12]3[c:13]([NH:21][CH2:22][c:23]4[cH:24][cH:25][cH:26][cH:27][cH:28]4)[c:14]([F:20])[c:15]([F:19])[c:16]([F:18])[c:17]23)[n:7]1>>[NH2:1][c:2]1[c:3]([F:36])[cH:4][c:5]([F:35])[c:6](-[n:8]2[cH:9][c:10]([C:30](=[O:31])[O:32][CH2:33][CH3:34])[c:11](=[O:29])[c:12]3[c:13]([NH2:21])[c:14]([F:20])[c:15]([F:19])[c:16]([F:18])[c:17]23)[n:7]1. Reactants: CC(=O)O, CCOC(=O)c1cn(-c2nc(N)c(F)cc2F)c2c(F)c(F)c(F)c(NCc3ccccc3)c2c1=O. Reactants: Br, CC(=O)O, Br[Cu]Br, Nc1cc([N+](=O)[O-])ccc1F, O=N[O-], [Na+], O. The product is O=[N+]([O-])c1ccc(F)c(Br)c1. RXN SMILES: [BrH:21].[CH3:13][C:14](=[O:15])[OH:16].[Cu:22]([Br:23])[Br:24].[F:1][c:2]1[c:3]([NH2:4])[cH:5][c:6]([N+:9](=[O:10])[O-:11])[cH:7][cH:8]1.[N:17]([O-:18])=[O:19].[Na+:20].[OH2:12]>>[F:1][c:2]1[c:3]([Br:21])[cH:5][c:6]([N+:9](=[O:10])[O-:11])[cH:7][cH:8]1. Starting materials: BrC1=C2C=CC(=NC2=CC=C1)Cl (5-bromo-2-chloroquinoline), COC1=C(CN)C=CC=C1 (2-methoxybenzylamine), COC=1C=C(CN)C=CC1 (3-methoxybenzylamine). Product: COC=1C=C(CNC=2C=3C=CC(=NC3C=CC2)NCC2=C(C=CC=C2)OC)C=CC1 (N5-(3-Methoxy-benzyl)-N2-(2-methoxy-benzyl)-quinoline-2,5-diamine). Reaction SMILES: Br[C:2]1[CH:11]=[CH:10][CH:9]=[C:8]2[C:3]=1[CH:4]=[CH:5][C:6](Cl)=[N:7]2.[CH3:13][O:14][C:15]1[CH:22]=[CH:21][CH:20]=[CH:19][C:16]=1[CH2:17][NH2:18].[CH3:23][O:24][C:25]1[CH:26]=[C:27]([CH:30]=[CH:31][CH:32]=1)[CH2:28][NH2:29]>>[CH3:23][O:24][C:25]1[CH:26]=[C:27]([CH:30]=[CH:31][CH:32]=1)[CH2:28][NH:29][C:2]1[C:3]2[CH:4]=[CH:5][C:6]([NH:18][CH2:17][C:16]3[CH:19]=[CH:20][CH:21]=[CH:22][C:15]=3[O:14][CH3:13])=[N:7][C:8]=2[CH:9]=[CH:10][CH:11]=1. Procedure: The title compound, MS: m/e=400.3 (M+H+), was prepared in accordance with the general method of example 1 from 5-bromo-2-chloroquinoline, 2-methoxybenzylamine and 3-methoxybenzylamine.